Dataset: the Open Reaction Database (ORD), a public repository of structured organic reaction records. Task: describe an organic reaction: reactants, conditions, products, and yield The reactants are [BH3-]C#N, CC(=O)[O-], CC1CC(=O)CC(C)(C)N1, CO, [NH4+], [Na+]. Product: CC1CC(N)CC(C)(C)N1. As a reaction SMILES: [C:16](#[N:17])[BH3-:18].[CH3:12][C:13](=[O:14])[O-:15].[CH3:1][C:2]1([CH3:10])[NH:3][CH:4]([CH3:9])[CH2:5][C:6](=[O:8])[CH2:7]1.[CH3:20][OH:21].[NH4+:11].[Na+:19]>>[CH3:1][C:2]1([CH3:10])[NH:3][CH:4]([CH3:9])[CH2:5][CH:6]([NH2:17])[CH2:7]1.